From a dataset of the Open Reaction Database (ORD), a public repository of structured organic reaction records. describe an organic reaction: reactants, conditions, products, and yield Reactants: CCOc1ccsc1C1=NC(c2ccc(Cl)cc2)C(c2ccc(Cl)cc2)N1C(=O)N1CCN(CC(=O)NC(C)(C)C)CC1, Cl, NC(=O)CN1CCNCC1. The product is CCOc1ccsc1C1=NC(c2ccc(Cl)cc2)C(c2ccc(Cl)cc2)N1C(=O)N1CCN(CC(N)=O)CC1. RXN SMILES: [Cl:1][c:2]1[cH:3][cH:4][c:5]([CH:8]2[N:9]=[C:10]([c:36]3[s:37][cH:38][cH:39][c:40]3[O:41][CH2:42][CH3:43])[N:11]([C:20](=[O:21])[N:22]3[CH2:23][CH2:24][N:25]([CH2:28][C:29](=[O:30])[NH:31][C:32]([CH3:33])([CH3:34])[CH3:35])[CH2:26][CH2:27]3)[CH:12]2[c:13]2[cH:14][cH:15][c:16]([Cl:19])[cH:17][cH:18]2)[cH:6][cH:7]1.[ClH:44].[N:45]1([CH2:46][C:47]([NH2:48])=[O:49])[CH2:50][CH2:51][NH:52][CH2:53][CH2:54]1>>[Cl:1][c:2]1[cH:3][cH:4][c:5]([CH:8]2[N:9]=[C:10]([c:36]3[s:37][cH:38][cH:39][c:40]3[O:41][CH2:42][CH3:43])[N:11]([C:20](=[O:21])[N:22]3[CH2:23][CH2:24][N:25]([CH2:28][C:29](=[O:30])[NH2:31])[CH2:26][CH2:27]3)[CH:12]2[c:13]2[cH:14][cH:15][c:16]([Cl:19])[cH:17][cH:18]2)[cH:6][cH:7]1.